This data is from the Open Reaction Database (ORD), a public repository of structured organic reaction records. The task is: describe an organic reaction: reactants, conditions, products, and yield The reactants are BrCC=1C=C(C=CC1Cl)C1=NN(C(=C1Cl)OC(F)F)C (3-(3-bromomethyl-4-chlorophenyl)-4-chloro-5-difluoromethoxy-1-methyl-1H-pyrazole), C(C)(=O)[O-].[Na+] (sodium acetate), O (water). The solvent is CN(C=O)C (dimethylformamide). The product is C(C)(=O)OCC=1C=C(C=CC1Cl)C1=NN(C(=C1Cl)OC(F)F)C (3-(3-Acetoxymethyl-4-chlorophenyl)-4-chloro-5-difluoromethoxy-1-methyl-1H-pyrazole). RXN SMILES: Br[CH2:2][C:3]1[CH:4]=[C:5]([C:10]2[C:14]([Cl:15])=[C:13]([O:16][CH:17]([F:19])[F:18])[N:12]([CH3:20])[N:11]=2)[CH:6]=[CH:7][C:8]=1[Cl:9].[C:21]([O-:24])(=[O:23])[CH3:22].[Na+].O>CN(C)C=O>[C:21]([O:24][CH2:2][C:3]1[CH:4]=[C:5]([C:10]2[C:14]([Cl:15])=[C:13]([O:16][CH:17]([F:19])[F:18])[N:12]([CH3:20])[N:11]=2)[CH:6]=[CH:7][C:8]=1[Cl:9])(=[O:23])[CH3:22] |f:1.2|. Reported procedure: A solution of 6.8 g (18 mmol) of 3-(3-bromomethyl-4-chlorophenyl)-4-chloro-5-difluoromethoxy-1-methyl-1H-pyrazole and 1.5 g (18 mmol) of sodium acetate in 20 ml of dimethylformamide was stirred overnight and then stirred into 100 ml of cold water. The product was extracted from the aqueous phase using ethyl acetate. The ethyl acetate phase was dried over magneisum sulfate and concentrated. The crude product thus obtained was purified by silica gel chromatography (eluent: hexane/ethyl acetate=9:1... Starting materials: C1=CC=CC=2OC3=C(SC(C21)CCO)C=CC=C3 (2-(11H-5-oxa-10-thia-dibenzo[a,d]cyclohepten-11-yl)-ethanol), CS(=O)(=O)Cl (methanesulfonyl chloride), OC1=CC=C(C=C1)CC(C(=O)OCC)OCC (ethyl 3-(4-hydroxyphenyl)-2-ethoxypropionate), C([O-])([O-])=O.[K+].[K+] (potassium carbonate). The solvent is C1=CC=CC=C1 (benzene), C(C)N(CC)CC (triethylamine), O (water), C1=CC=CC=C1 (benzene), O (Water), CN(C=O)C (dimethylformamide). Reaction conditions: temperature 100 celsius, time 2 hour. Yields the product C(C)OC(C(=O)OCC)CC1=CC=C(C=C1)OCCC1C2=C(OC3=C(S1)C=CC=C3)C=CC=C2 (Ethyl 2-ethoxy-3-{4-[2-(11H-5-oxa-10-thia-dibenzo[a,d]cyclohepten-11-yl)-ethoxy]-phenyl}-propionate). As a reaction SMILES: [CH:1]1[C:11]2[CH:10]([CH2:12][CH2:13][OH:14])[S:9][C:8]3[CH:15]=[CH:16][CH:17]=[CH:18][C:7]=3[O:6][C:5]=2[CH:4]=[CH:3][CH:2]=1.CS(Cl)(=O)=O.O[C:25]1[CH:30]=[CH:29][C:28]([CH2:31][CH:32]([O:38][CH2:39][CH3:40])[C:33]([O:35][CH2:36][CH3:37])=[O:34])=[CH:27][CH:26]=1.C(=O)([O-])[O-].[K+].[K+]>C1C=CC=CC=1.CN(C)C=O.O.C(N(CC)CC)C>[CH2:39]([O:38][CH:32]([CH2:31][C:28]1[CH:27]=[CH:26][C:25]([O:14][CH2:13][CH2:12][CH:10]2[S:9][C:8]3[CH:15]=[CH:16][CH:17]=[CH:18][C:7]=3[O:6][C:5]3[CH:4]=[CH:3][CH:2]=[CH:1][C:11]2=3)=[CH:30][CH:29]=1)[C:33]([O:35][CH2:36][CH3:37])=[O:34])[CH3:40] |f:3.4.5|. Procedure details: A solution of 2-(11H-5-oxa-10-thia-dibenzo[a,d]cyclohepten-11-yl)-ethanol (4.1 g, 15.9 mmol) and triethylamine (5 ml) in benzene (80 ml) was treated with methanesulfonyl chloride (2.8 g, 24 mmol) and the mixture stirred for 2 h. The resulting reaction mixture was treated with water (50 ml) and the phases were separated. The organic phase was dried (MgSO4) and the solvent evaporated, affording a residue, which was dissolved in dimethylformamide (10 ml). To this solution were added ethyl 3-(4-hydr... Starting materials: O=C(Br)CBr, CNc1ccc([N+](=O)[O-])cc1, [Li+], [Li+], O=C([O-])[O-], C1COCCO1. Product: CN(C(=O)CBr)c1ccc([N+](=O)[O-])cc1. Reaction SMILES: [Br:18][CH2:19][C:20](=[O:21])[Br:22].[CH3:1][NH:2][c:3]1[cH:4][cH:5][c:6]([N+:9](=[O:10])[O-:11])[cH:7][cH:8]1.[Li+:12].[Li+:13].[O-:14][C:15](=[O:16])[O-:17].[O:23]1[CH2:24][CH2:25][O:26][CH2:27][CH2:28]1>>[CH3:1][N:2]([c:3]1[cH:4][cH:5][c:6]([N+:9](=[O:10])[O-:11])[cH:7][cH:8]1)[C:20]([CH2:19][Br:18])=[O:21]. The reactants are CCOC(=O)CNc1ccccc1, CC(=O)OC(C)=O, O=C[O-], O=CO, Cl, [Na+]. The product is CCOC(=O)CN(C=O)c1ccccc1. RXN SMILES: [CH2:2]([CH3:3])[O:4][C:5]([CH2:6][NH:7][c:8]1[cH:9][cH:10][cH:11][cH:12][cH:13]1)=[O:14].[CH3:19][C:20]([O:21][C:22](=[O:23])[CH3:24])=[O:25].[CH:15](=[O:16])[O-:17].[CH:26]([OH:27])=[O:28].[ClH:1].[Na+:18]>>[CH2:2]([CH3:3])[O:4][C:5]([CH2:6][N:7]([c:8]1[cH:9][cH:10][cH:11][cH:12][cH:13]1)[CH:15]=[O:16])=[O:14]. The reactants are C1(=CC=CC=C1)P(C1=CC=CC=C1)C1=CC=CC=C1 (triphenylphosphine), ClC=1C=C(C=CC1S(=O)(=O)C)C(C(=O)O)CC1CCCC1 (2-(3-chloro-4-methanesulfonyl-phenyl)-3-cyclopentyl-propionic acid), NC1=NC=C(C=C1)Br (2-amino-5-bromopyridine), N1=CC=CC=C1 (pyridine), BrN1C(CCC1=O)=O (N-bromosuccinimide). The solvent is O (water), C(Cl)Cl (methylene chloride). Reaction conditions: temperature 0 celsius. Yields the product hexanes ethyl acetate, ClC=1C=C(C=CC1S(=O)(=O)C)C(C(=O)NC1=NC=C(C=C1)Br)CC1CCCC1 (2-(3-chloro-4-methanesulfonyl-phenyl)-3-cyclopentyl-N-(5-bromo-pyridin-2-yl)-propionamide). Yield: 82.7%. RXN SMILES: C1(P(C2C=CC=CC=2)C2C=CC=CC=2)C=CC=CC=1.BrN1C(=O)CCC1=O.[Cl:28][C:29]1[CH:30]=[C:31]([CH:39]([CH2:43][CH:44]2[CH2:48][CH2:47][CH2:46][CH2:45]2)[C:40]([OH:42])=O)[CH:32]=[CH:33][C:34]=1[S:35]([CH3:38])(=[O:37])=[O:36].[NH2:49][C:50]1[CH:55]=[CH:54][C:53]([Br:56])=[CH:52][N:51]=1.N1C=CC=CC=1>C(Cl)Cl.O>[Cl:28][C:29]1[CH:30]=[C:31]([CH:39]([CH2:43][CH:44]2[CH2:48][CH2:47][CH2:46][CH2:45]2)[C:40]([NH:49][C:50]2[CH:55]=[CH:54][C:53]([Br:56])=[CH:52][N:51]=2)=[O:42])[CH:32]=[CH:33][C:34]=1[S:35]([CH3:38])(=[O:36])=[O:37]. Procedure details: A solution of triphenylphosphine (238 mg, 0.91 mmol) in methylene chloride (10 mL) was cooled to 0° C. and then treated with N-bromosuccinimide (183 mg, 1.03 mmol). The reaction mixture was stirred at 0° C. until it was completely dissolved and became light purple in color. The reaction mixture was then treated with 2-(3-chloro-4-methanesulfonyl-phenyl)-3-cyclopentyl-propionic acid (prepared as in Example 92, 200 mg, 0.61 mmol) and stirred at 0° C. for 20 min and then warmed to 25° C. where it w... Starting materials: O=S(=O)(Cl)c1ccc(F)cc1F, CN(C)C(=O)CCSc1ccc(Cl)cc1N, c1ccncc1. Yields the product CN(C)C(=O)CCSc1ccc(Cl)cc1NS(=O)(=O)c1ccc(F)cc1F. As a reaction SMILES: [F:17][c:18]1[c:19]([S:25](=[O:26])(=[O:27])[Cl:28])[cH:20][cH:21][c:22]([F:24])[cH:23]1.[NH2:1][c:2]1[c:3]([S:9][CH2:10][CH2:11][C:12](=[O:13])[N:14]([CH3:15])[CH3:16])[cH:4][cH:5][c:6]([Cl:8])[cH:7]1.[cH:29]1[cH:30][cH:31][n:32][cH:33][cH:34]1>>[NH:1]([c:2]1[c:3]([S:9][CH2:10][CH2:11][C:12](=[O:13])[N:14]([CH3:15])[CH3:16])[cH:4][cH:5][c:6]([Cl:8])[cH:7]1)[S:25]([c:19]1[c:18]([F:17])[cH:23][c:22]([F:24])[cH:21][cH:20]1)(=[O:26])=[O:27]. The reactants are ClC1=CC2=C(C(CCN=C2C2=CC=CC=C2)=O)C=C1 (8-chloro-1-phenyl-3,4-dihydro-2-benzazepin-5-one), COC(N(C)C)OC (dimethylformamide-dimethylacetal). Yields the product ClC1=CC2=C(C(C(CN=C2C2=CC=CC=C2)=CN(C)C)=O)C=C1 (8-chloro-4-dimethylaminomethylidene-1-phenyl-3,4-dihydro-2-benzazepin-5-one). RXN SMILES: [Cl:1][C:2]1[CH:19]=[CH:18][C:5]2[C:6](=[O:17])[CH2:7][CH2:8][N:9]=[C:10]([C:11]3[CH:16]=[CH:15][CH:14]=[CH:13][CH:12]=3)[C:4]=2[CH:3]=1.CO[CH:22](OC)[N:23]([CH3:25])[CH3:24]>>[Cl:1][C:2]1[CH:19]=[CH:18][C:5]2[C:6](=[O:17])[C:7](=[CH:22][N:23]([CH3:25])[CH3:24])[CH2:8][N:9]=[C:10]([C:11]3[CH:16]=[CH:15][CH:14]=[CH:13][CH:12]=3)[C:4]=2[CH:3]=1. Procedure: The mixture of 2.2 g of 8-chloro-1-phenyl-3,4-dihydro-2-benzazepin-5-one and 15 ml of dimethylformamide-dimethylacetal is refluxed for one hour and the excessive reagent removed under reduced pressure at a temperature not exceeding 135°. The residue is crystallized from diethyl ether, to yield the 8-chloro-4-dimethylaminomethylidene-1-phenyl-3,4-dihydro-2-benzazepin-5-one; m.p. 179°-180°. Reactants: C(C)OC(CC(C=CCCCCC1=CC=C2C(=N1)N(CC2)C(C)=O)C=2C=NC(=NC2)C)=O (9-(1-Acetyl-2,3-dihydro-1H-pyrrolo[2,3-b]pyridin-6-yl)-3-(2-methyl-pyrimidin-5-yl)-non-4-enoic acid ethyl ester), C(=O)[O-].[NH4+] (ammonium formate). Reagents/catalysts: [Pd] (Pd/C). Solvent: CCO (EtOH). Product: C(C)OC(CC(CCCCCCC1=CC=C2C(=N1)N(CC2)C(C)=O)C=2C=NC(=NC2)C)=O (9-(1-Acetyl-2,3-dihydro-1H-pyrrolo[2,3-b]pyridin-6-yl)-3-(2-methyl-pyrimidin-5-yl)-nonanoic acid ethyl ester). Yield: 33.5%. RXN SMILES: [CH2:1]([O:3][C:4](=[O:32])[CH2:5][CH:6]([C:25]1[CH:26]=[N:27][C:28]([CH3:31])=[N:29][CH:30]=1)[CH:7]=[CH:8][CH2:9][CH2:10][CH2:11][CH2:12][C:13]1[N:18]=[C:17]2[N:19]([C:22](=[O:24])[CH3:23])[CH2:20][CH2:21][C:16]2=[CH:15][CH:14]=1)[CH3:2].C([O-])=O.[NH4+]>CCO.[Pd]>[CH2:1]([O:3][C:4](=[O:32])[CH2:5][CH:6]([C:25]1[CH:26]=[N:27][C:28]([CH3:31])=[N:29][CH:30]=1)[CH2:7][CH2:8][CH2:9][CH2:10][CH2:11][CH2:12][C:13]1[N:18]=[C:17]2[N:19]([C:22](=[O:24])[CH3:23])[CH2:20][CH2:21][C:16]2=[CH:15][CH:14]=1)[CH3:2] |f:1.2|. Procedure details: To a solution of 23-10 (0.150 g, 0.34 mmol), ammonium formate (0.192 g, 3.09 mmol), and 10% Pd/C (0.150 g) in EtOH (25 rnL) was refluxed for 15 minutes. Filtration through celite and evaporative removal of the solvent followed by purification by PCTLC (0–10% MeOH-CHCl3) afforded 0.050 g of 23-11. Reactants: C(C)OC(=O)C=1C=NN(C1Cl)CCCOC (5-chloro-1-(3-methoxypropyl)-1H-pyrazole-4-carboxylic acid ethyl ester), [OH-].[Li+] (lithium hydroxide). Solvent: CO (methanol), O (water). Yields the product ClC1=C(C=NN1CCCOC)C(=O)O (5-chloro-1-(3-methoxypropyl)-1H-pyrazole-4-carboxylic acid). The yield is 88.2%. As a reaction SMILES: C([O:3][C:4]([C:6]1[CH:7]=[N:8][N:9]([CH2:12][CH2:13][CH2:14][O:15][CH3:16])[C:10]=1[Cl:11])=[O:5])C.[OH-].[Li+]>CO.O>[Cl:11][C:10]1[N:9]([CH2:12][CH2:13][CH2:14][O:15][CH3:16])[N:8]=[CH:7][C:6]=1[C:4]([OH:5])=[O:3] |f:1.2|. Procedure details: To a solution of 5-chloro-1-(3-methoxypropyl)-1H-pyrazole-4-carboxylic acid ethyl ester (1.71 g, 7.0 mmol) in methanol (7 mL) and water (7 mL) was added lithium hydroxide (235 mg, 9.8 mmol). The reaction mixture was stirred at reflux for 3 h, and then the solution was concentrated under reduced pressure to remove the methanol. The residue was then acidified carefully with 6.0 N aqueous HCl. The resulting mixture was extracted with methylene chloride (2×50 mL). The combined organic extracts were ... Reactants: BrBr (bromine), BrC1=C(C(=C(C(=C1F)F)F)F)Br (dibromotetrafluorobenzene). Yields the product BrC=1C(=C(C(=C(C1)F)F)F)F (bromotetrafluorobenzene). As a reaction SMILES: BrBr.[Br:3][C:4]1[C:9]([F:10])=[C:8]([F:11])[C:7]([F:12])=[C:6]([F:13])[C:5]=1Br>>[Br:3][C:4]1[C:9]([F:10])=[C:8]([F:11])[C:7]([F:12])=[C:6]([F:13])[CH:5]=1. Procedure: A residue of 3.9 g consisting of bromine and dibromotetrafluorobenzene remains in the boiler in a ratio of about 1:1. The calculated yield to bromotetrafluorobenzene with respect to the distillate is 33.4%.